This data is from the Open Reaction Database (ORD), a public repository of structured organic reaction records. The task is: describe an organic reaction: reactants, conditions, products, and yield The reactants are 97.5, COC1=CC(=CC=C1)OC (1,3-dimethoxy benzene), S(=O)(=O)(Cl)Cl (sulfuryl chloride). Run at temperature 10 celsius, time 2 hour. Yields the product COC1=C(C=CC(=C1)OC)Cl (2,4-dimethoxy chlorobenzene). As a reaction SMILES: [CH3:1][O:2][C:3]1[CH:8]=[CH:7][CH:6]=[C:5]([O:9][CH3:10])[CH:4]=1.S(Cl)([Cl:14])(=O)=O>>[CH3:1][O:2][C:3]1[CH:4]=[C:5]([O:9][CH3:10])[CH:6]=[CH:7][C:8]=1[Cl:14]. Reported procedure: Into a triple-necked flask of 500 cm3, provided with a magnetic stirring system, with a thermometer, with a calcium chloride trap and a dropping funnel, and cooled to 10° C., were introduced successively 97.5 (0.70 mole) of 1,3-dimethoxy benzene and then drop by drop 96.5 g (0.70 mole) of sulfuryl chloride. Once the addition was ended, the solution was brought back to ambient temperature and allowed to stand 2 h and then distilled.